Dataset: the Open Reaction Database (ORD), a public repository of structured organic reaction records. Task: describe an organic reaction: reactants, conditions, products, and yield Reactants: O=C(n1ccnc1)n1ccnc1, C1CCOC1, CN(C)CCCN, O=C(O)c1ccc(-c2ccc(CSCCOc3ccccc3)cc2)cc1. The product is CN(C)CCCNC(=O)c1ccc(-c2ccc(CSCCOc3ccccc3)cc2)cc1. Reaction SMILES: [C:27]([n:28]1[cH:29][cH:30][n:31][cH:32]1)([n:33]1[cH:34][cH:35][n:36][cH:37]1)=[O:38].[CH2:46]1[O:47][CH2:48][CH2:49][CH2:50]1.[CH3:39][N:40]([CH2:41][CH2:42][CH2:43][NH2:44])[CH3:45].[O:1]([c:2]1[cH:3][cH:4][cH:5][cH:6][cH:7]1)[CH2:8][CH2:9][S:10][CH2:11][c:12]1[cH:13][cH:14][c:15](-[c:18]2[cH:19][cH:20][c:21]([C:24](=[O:25])[OH:26])[cH:22][cH:23]2)[cH:16][cH:17]1>>[O:1]([c:2]1[cH:3][cH:4][cH:5][cH:6][cH:7]1)[CH2:8][CH2:9][S:10][CH2:11][c:12]1[cH:13][cH:14][c:15](-[c:18]2[cH:19][cH:20][c:21]([C:24](=[O:26])[NH:44][CH2:43][CH2:42][CH2:41][N:40]([CH3:39])[CH3:45])[cH:22][cH:23]2)[cH:16][cH:17]1. The reactants are C1(=CC=C(C=C1)S(=O)(=O)OC)C (methyl p-toluenesulfonate), CSCCOC1=C(C=CC=C1)OCC(CO)O (2-{2-(2,3-dihydroxypropoxy)phenoxy}ethyl methyl sulfide), C(Cl)Cl (methylene chloride). Run in CCOCC (Ether). Reaction conditions: time 24 hour. The product is C1(=CC=C(C=C1)S(=O)(=O)[O-])C.OC(COC1=C(OCC[S+](C)C)C=CC=C1)CO (2-{2-(2,3-dihydroxypropoxy)phenoxy}ethyldimethylsulfonium p-toluenesulfonate). Isolated yield 90.1%. RXN SMILES: [C:1]1([CH3:12])[CH:6]=[CH:5][C:4]([S:7]([O:10]C)(=[O:9])=[O:8])=[CH:3][CH:2]=1.[CH3:13][S:14][CH2:15][CH2:16][O:17][C:18]1[CH:23]=[CH:22][CH:21]=[CH:20][C:19]=1[O:24][CH2:25][CH:26]([OH:29])[CH2:27][OH:28].[CH2:30](Cl)Cl>CCOCC>[C:1]1([CH3:12])[CH:2]=[CH:3][C:4]([S:7]([O-:10])(=[O:8])=[O:9])=[CH:5][CH:6]=1.[OH:29][CH:26]([CH2:27][OH:28])[CH2:25][O:24][C:19]1[CH:20]=[CH:21][CH:22]=[CH:23][C:18]=1[O:17][CH2:16][CH2:15][S+:14]([CH3:30])[CH3:13] |f:4.5|. Procedure details: A 7 g quantity of methyl p-toluenesulfonate was added to 2.58 g of 2-{2-(2,3-dihydroxypropoxy)phenoxy}ethyl methyl sulfide and 5 ml of methylene chloride and the mixture was stirred at room temperature for 24 hours. Ether was added to the reaction mixture. The oily product precipitated was separated and purified with ethanol-ether, affording 4.01 g of 2-{2-(2,3-dihydroxypropoxy)phenoxy}ethyldimethylsulfonium p-toluenesulfonate in 90.1% yield. The reactants are [H-].[H-].[H-].[H-].[Li+].[Al+3] (LiAlH4), CC1(CC(NC2=CC=CC=C12)=O)C (4,4-Dimethyl-3,4-dihydro-1H-quinolin-2-one), [O-]S(=O)(=O)[O-].[Na+].[Na+] (Na2SO4), [H-].[H-].[H-].[H-].[Li+].[Al+3] (LiAlH4). The solvent is C1CCOC1 (THF). Yields the product CC1(CCNC2=CC=CC=C12)C (4,4-dimethyl-1,2,3,4-tetrahydroquinoline). Yield: 93.0%. RXN SMILES: [H-].[H-].[H-].[H-].[Li+].[Al+3].[CH3:7][C:8]1([CH3:19])[C:17]2[C:12](=[CH:13][CH:14]=[CH:15][CH:16]=2)[NH:11][C:10](=O)[CH2:9]1.[O-]S([O-])(=O)=O.[Na+].[Na+]>C1COCC1>[CH3:7][C:8]1([CH3:19])[C:17]2[C:12](=[CH:13][CH:14]=[CH:15][CH:16]=2)[NH:11][CH2:10][CH2:9]1 |f:0.1.2.3.4.5,7.8.9|. Procedure: To a stirred solution of LiAlH4 (1.0 M in THF, 35 mL, 35 mmol), was added a solution of 1a. (2.17 g, 12.4 mmol) in THF (10 mL) for 5 min at 0° C. under nitrogen. The resulting mixture was warmed gradually to reflux, and heated at reflux for 5.5 h. To the cooled mixture with stirring, was added sat'd Na2SO4 dropwise till the complete decomposition of LiAlH4. The mixture was filtered, and rinsed with EtOAc. The organic was washed with H2O, brine, dried (MgSO4), and concentrated to dryness. It was ... Reactants: O=C(CC[C@H]1[C@H](CNCC1)C(=O)OC)C1=CC=NC2=CC=C(C=C12)OC (methyl (3R,4R)-4-[3-oxo-3-(6-methoxyquinolin-4-yl)propyl]piperidine-3-carboxylate), BrCCSC=1SC=CN1 (2-bromo-1-(1,3-thiazol-2-ylthio)ethane). Yields the product O=C(CC[C@H]1[C@H](CN(CC1)CCSC=1SC=CN1)C(=O)OC)C1=CC=NC2=CC=C(C=C12)OC (Methyl (3R,4R)-4-[3-oxo-3-(6-methoxyquinolin-4-yl)propyl]-1-[2-(1,3-thiazol-2-ylthio)ethyl]piperidine-3-carboxylate). As a reaction SMILES: [O:1]=[C:2]([C:15]1[C:24]2[C:19](=[CH:20][CH:21]=[C:22]([O:25][CH3:26])[CH:23]=2)[N:18]=[CH:17][CH:16]=1)[CH2:3][CH2:4][C@@H:5]1[CH2:10][CH2:9][NH:8][CH2:7][C@@H:6]1[C:11]([O:13][CH3:14])=[O:12].Br[CH2:28][CH2:29][S:30][C:31]1[S:32][CH:33]=[CH:34][N:35]=1>>[O:1]=[C:2]([C:15]1[C:24]2[C:19](=[CH:20][CH:21]=[C:22]([O:25][CH3:26])[CH:23]=2)[N:18]=[CH:17][CH:16]=1)[CH2:3][CH2:4][C@@H:5]1[CH2:10][CH2:9][N:8]([CH2:28][CH2:29][S:30][C:31]2[S:32][CH:33]=[CH:34][N:35]=2)[CH2:7][C@@H:6]1[C:11]([O:13][CH3:14])=[O:12]. Reported procedure: Methyl (3R,4R)-4-[3-oxo-3-(6-methoxyquinolin-4-yl)propyl]-1-[2-(1,3-thiazol-2-ylthio)ethyl]piperidine-3-carboxylate was prepared, by analogy with Example 4, from methyl (3R,4R)-4-[3-oxo-3-(6-methoxyquinolin-4-yl)propyl]piperidine-3-carboxylate and 2-bromo-1-(1,3-thiazol-2-ylthio)ethane.